This data is from the Open Reaction Database (ORD), a public repository of structured organic reaction records. The task is: describe an organic reaction: reactants, conditions, products, and yield Product: Cc1oc(-c2ccc(C3CCCCC3)cc2)nc1CCOc1cccc2c1CCC=C2CC=O. As a reaction SMILES: [CH3:46][CH2:47][O:48][C:49](=[O:50])[CH3:51].[CH3:52][S:53]([CH3:54])=[O:55].[CH:1]1([c:7]2[cH:8][cH:9][c:10](-[c:13]3[o:14][c:15]([CH3:34])[c:16]([CH2:18][CH2:19][O:20][c:21]4[c:22]5[c:27]([cH:28][cH:29][cH:30]4)[C:26]([CH2:31][CH2:32][OH:33])=[CH:25][CH2:24][CH2:23]5)[n:17]3)[cH:11][cH:12]2)[CH2:2][CH2:3][CH2:4][CH2:5][CH2:6]1.[CH:56]([N:57]([CH:58]([CH3:59])[CH3:60])[CH2:61][CH3:62])([CH3:63])[CH3:64].[OH2:45].[S:41](=[O:42])(=[O:43])=[O:44].[n:35]1[cH:36][cH:37][cH:38][cH:39][cH:40]1>>[CH:1]1([c:7]2[cH:8][cH:9][c:10](-[c:13]3[o:14][c:15]([CH3:34])[c:16]([CH2:18][CH2:19][O:20][c:21]4[c:22]5[c:27]([cH:28][cH:29][cH:30]4)[C:26]([CH2:31][CH:32]=[O:33])=[CH:25][CH2:24][CH2:23]5)[n:17]3)[cH:11][cH:12]2)[CH2:2][CH2:3][CH2:4][CH2:5][CH2:6]1. Starting materials: CCOC(C)=O, CS(C)=O, Cc1oc(-c2ccc(C3CCCCC3)cc2)nc1CCOc1cccc2c1CCC=C2CCO, CCN(C(C)C)C(C)C, O, O=S(=O)=O, c1ccncc1. The reactants are ClC1=C(CBr)C(=CC=C1)Cl (2,6-Dichlorobenzyl bromide), P(OCC)(OCC)OCC (triethyl phosphite). Reaction conditions: temperature 150 celsius. Product: C(C)OP(OCC)(=O)CC1=C(C=CC=C1Cl)Cl ((2,6-Dichloro-benzyl)-phosphonic acid diethyl ester), liquid. Yield: 100.0%. As a reaction SMILES: [Cl:1][C:2]1[CH:9]=[CH:8][CH:7]=[C:6]([Cl:10])[C:3]=1[CH2:4]Br.[P:11]([O:18]CC)([O:15][CH2:16][CH3:17])[O:12][CH2:13][CH3:14]>>[CH2:13]([O:12][P:11]([CH2:4][C:3]1[C:2]([Cl:1])=[CH:9][CH:8]=[CH:7][C:6]=1[Cl:10])(=[O:18])[O:15][CH2:16][CH3:17])[CH3:14]. Procedure details: 2,6-Dichlorobenzyl bromide (1.20 g, 5 mmol) was mixed with triethyl phosphite (1.66 g, 10 mmol) and heated at 150° C. for 2 h. The resulting mixture was then distilled at 160° C. under reduced pressure (10 mm Hg) to remove the excess triethyl phosphite. (2,6-Dichloro-benzyl)-phosphonic acid diethyl ester was obtained as a colorless liquid (1.46 g, 100%). 1H NMR (300 MHz, CDCl3) δ 7.33–7.28 (m, 2H), 7.15–7.07 (m, 1H), 4.14–4.02 (m, 4H), 3.60 (d, 2H, J=22.4 Hz), 1.27 (t, 6H, J=7.0 Hz). Starting materials: CC=1C(C(N=C(C1)C)=O)CNC(=O)C1=C(N(C2=CC=CC=C12)C(C)C1=CC(=CC=C1)Br)C (1-[1-(3-Bromo-phenyl)-ethyl]-2-methyl-1H-indole-3-carboxylic acid (4,6-dimethyl-2-oxo-2,3-dihydro-pyridin-3-ylmethyl)-amide), ClC1=NC=NC=C1 (4-Chloro-pyrimidine), C([O-])([O-])=O.[K+].[K+] (potassium carbonate). The reagents and catalysts are [Pd](Cl)Cl.C1(=CC=CC=C1)P([C-]1C=CC=C1)C1=CC=CC=C1.[C-]1(C=CC=C1)P(C1=CC=CC=C1)C1=CC=CC=C1.[Fe+2] (1,1′-Bis(diphenylphosphino)ferrocene palladiumdichloride). Solvent: O (H2O). Product: CC1=C(C(NC(=C1)C)=O)CNC(=O)C1=C(N(C2=CC=CC=C12)C(C)C1=CC(=CC=C1)C1=NC=NC=C1)C ((±)-N-((4,6-dimethyl-2-oxo-1,2-dihydropyridin-3-yl)methyl)-2-methyl-1-(1-(3-(pyrimidin-4-yl)phenyl)ethyl)-1H-indole-3-carboxamide). Isolated yield 32.0%. Reaction SMILES: [CH3:1][C:2]1[CH:3]([CH2:10][NH:11][C:12]([C:14]2[C:22]3[C:17](=[CH:18][CH:19]=[CH:20][CH:21]=3)[N:16]([CH:23]([C:25]3[CH:30]=[CH:29][CH:28]=[C:27](Br)[CH:26]=3)[CH3:24])[C:15]=2[CH3:32])=[O:13])[C:4](=[O:9])[N:5]=[C:6]([CH3:8])[CH:7]=1.Cl[C:34]1[CH:39]=[CH:38][N:37]=[CH:36][N:35]=1.C(=O)([O-])[O-].[K+].[K+]>[Pd](Cl)Cl.C1(P(C2C=CC=CC=2)[C-]2C=CC=C2)C=CC=CC=1.[C-]1(P(C2C=CC=CC=2)C2C=CC=CC=2)C=CC=C1.[Fe+2].O>[CH3:1][C:2]1[CH:7]=[C:6]([CH3:8])[NH:5][C:4](=[O:9])[C:3]=1[CH2:10][NH:11][C:12]([C:14]1[C:22]2[C:17](=[CH:18][CH:19]=[CH:20][CH:21]=2)[N:16]([CH:23]([C:25]2[CH:30]=[CH:29][CH:28]=[C:27]([C:34]3[CH:39]=[CH:38][N:37]=[CH:36][N:35]=3)[CH:26]=2)[CH3:24])[C:15]=1[CH3:32])=[O:13] |f:2.3.4,5.6.7.8|. Procedure details: A round bottom flask was charged with a magnetic stir bar, 1-[1-(3-Bromo-phenyl)-ethyl]-2-methyl-1H-indole-3-carboxylic acid (4,6-dimethyl-2-oxo-2,3-dihydro-pyridin-3-ylmethyl)-amide (Step 8) (20 mg, 0.04 mmol), 4-Chloro-pyrimidine (6.95 mg, 0.06 mmol), potassium carbonate (10.9 mg, 0.08 mmol), 1,1′-Bis(diphenylphosphino)ferrocene palladiumdichloride (44 mg, 0.06 mmol) and 1,4-dixoane/H2O (4:1, 8 mL). The mixture was purged and placed under N2 and stirred heated to reflux with stirring overnight... The reactants are COC(C=CC=CCBr)=O (6-bromohexa-2,4-dienoic acid methyl ester), C1(=CC=CC=C1)S(=O)[O-].[Na+] (sodium benzene sulfinate). Reagents/catalysts: [I-].C(CCC)[N+](CCCC)(CCCC)CCCC (tetra-n-butylammonium iodide). Run in C1CCOC1 (THF), C(C)(=O)OCC (ethyl acetate). Reaction conditions: temperature 20 celsius. The product is COC(C=CC=CCS(=O)(=O)C1=CC=CC=C1)=O (6-Benzenesulfonyl-hexa-2,4-dienoic acid methyl ester). Isolated yield 73.2%. As a reaction SMILES: [CH3:1][O:2][C:3](=[O:10])[CH:4]=[CH:5][CH:6]=[CH:7][CH2:8]Br.[C:11]1([S:17]([O-:19])=[O:18])[CH:16]=[CH:15][CH:14]=[CH:13][CH:12]=1.[Na+]>[I-].C([N+](CCCC)(CCCC)CCCC)CCC.C1COCC1.C(OCC)(=O)C>[CH3:1][O:2][C:3](=[O:10])[CH:4]=[CH:5][CH:6]=[CH:7][CH2:8][S:17]([C:11]1[CH:16]=[CH:15][CH:14]=[CH:13][CH:12]=1)(=[O:19])=[O:18] |f:1.2,3.4|. Procedure details: A mixture of 6-bromohexa-2,4-dienoic acid methyl ester (0.41 g, 2.0 mmol), sodium benzene sulfinate (0.33 g, 2.0 mmol) and tetra-n-butylammonium iodide (37 mg, 0.1 mmol) was heated at reflux in dry THF (10 mL) under an atmosphere of nitrogen for 2 hours. The resulting slurry was allowed to cool to 20° C. and filtered. The filtrate was concentrated under reduced pressure to give an oil that was dissolved in ethyl acetate (20 mL). This solution was washed successively with saturated aqueous sodium... The reactants are CC(C)N, [H][H], N#CCCC1(C(N)=O)c2ccccc2-c2ccccc21. Yields the product CC(C)NCCCC1(C(N)=O)c2ccccc2-c2ccccc21. Reaction SMILES: [CH3:21][CH:22]([CH3:23])[NH2:24].[H:25][H:26].[NH2:1][C:2](=[O:3])[C:4]1([CH2:17][CH2:18][C:19]#[N:20])[c:5]2[cH:6][cH:7][cH:8][cH:9][c:10]2-[c:11]2[cH:12][cH:13][cH:14][cH:15][c:16]21>>[NH2:1][C:2](=[O:3])[C:4]1([CH2:17][CH2:18][CH2:19][NH:20][CH:22]([CH3:21])[CH3:23])[c:5]2[cH:6][cH:7][cH:8][cH:9][c:10]2-[c:11]2[cH:12][cH:13][cH:14][cH:15][c:16]21. Starting materials: OC(C)(C)C1CCN(CC1)C(=O)OCC1=CC=CC=C1 (benzyl 4-(2-hydroxypropan-2-yl)piperidine-1-carboxylate), [H-].[Na+] (sodium hydride), oil, CI (methyl iodide). Solvent: C1CCOC1 (THF), C1CCOC1 (THF). Conditions: temperature 50 celsius. The product is COC(C)(C)C1CCN(CC1)C(=O)OCC1=CC=CC=C1 (benzyl 4-(2-methoxypropan-2-yl)piperidine-1-carboxylate). As a reaction SMILES: [H-].[Na+].[CH3:3]I.[OH:5][C:6]([CH:9]1[CH2:14][CH2:13][N:12]([C:15]([O:17][CH2:18][C:19]2[CH:24]=[CH:23][CH:22]=[CH:21][CH:20]=2)=[O:16])[CH2:11][CH2:10]1)([CH3:8])[CH3:7]>C1COCC1>[CH3:3][O:5][C:6]([CH:9]1[CH2:14][CH2:13][N:12]([C:15]([O:17][CH2:18][C:19]2[CH:24]=[CH:23][CH:22]=[CH:21][CH:20]=2)=[O:16])[CH2:11][CH2:10]1)([CH3:8])[CH3:7] |f:0.1|. Procedure details: To a suspension of sodium hydride, 60% dispersion in mineral oil (0.322 g) and methyl iodide (1.00 mL) in 10 mL THF at room temp was carefully added portionwise benzyl 4-(2-hydroxypropan-2-yl)piperidine-1-carboxylate (1.49 g, 0.00537 mol) in 15 mL THF. The reaction was heated at 50° C. for 18 hours and then it was cooled down to 0° C. and carefully quenched by addition of sat NH4Cl solution, then extracted with EtOAc twice. The combined organics were washed with brine, dried over MgSO4 and conce... Starting materials: CC#N, COC1c2ccccc2C2CNCC21, CCN(C(C)C)C(C)C, N#CCCl, Cl. Product: COC1c2ccccc2C2CN(CC#N)CC21. Reaction SMILES: [CH3:20][C:21]#[N:22].[CH3:2][O:3][CH:4]1[c:5]2[cH:6][cH:7][cH:8][cH:9][c:10]2[CH:11]2[CH2:12][NH:13][CH2:14][CH:15]12.[CH:23]([N:24]([CH:25]([CH3:26])[CH3:27])[CH2:28][CH3:29])([CH3:30])[CH3:31].[Cl:16][CH2:17][C:18]#[N:19].[ClH:1]>>[CH3:2][O:3][CH:4]1[c:5]2[cH:6][cH:7][cH:8][cH:9][c:10]2[CH:11]2[CH2:12][N:13]([CH2:17][C:18]#[N:19])[CH2:14][CH:15]12. Product: ClC=1C=CC(=C(C1)N1CCN(CC1)CCCNC1=C(C(=O)N(C)C)C=CC=C1)OC (2-{3-[4-(5-chloro-2-methoxyphenyl)piperazin-1-yl ]propylamino}-N,N-dimethylbenzamide). Solvent: C(C)#N (acetonitrile), O (water). The reactants are ClC=1C=CC(=C(C1)N1CCNCC1)OC (1-(5-chloro-2-methoxyphenyl)piperazine), ClCCCNC1=C(C(=O)N(C)C)C=CC=C1 (2-(3-chloropropyl)amino-N,N-dimethylbenzamide), C([O-])([O-])=O.[K+].[K+] (potassium carbonate), [I-].[Na+] (sodium iodide). Reaction SMILES: [Cl:1][C:2]1[CH:3]=[CH:4][C:5]([O:14][CH3:15])=[C:6]([N:8]2[CH2:13][CH2:12][NH:11][CH2:10][CH2:9]2)[CH:7]=1.Cl[CH2:17][CH2:18][CH2:19][NH:20][C:21]1[CH:31]=[CH:30][CH:29]=[CH:28][C:22]=1[C:23]([N:25]([CH3:27])[CH3:26])=[O:24].C(=O)([O-])[O-].[K+].[K+].[I-].[Na+]>C(#N)C.O>[Cl:1][C:2]1[CH:3]=[CH:4][C:5]([O:14][CH3:15])=[C:6]([N:8]2[CH2:9][CH2:10][N:11]([CH2:17][CH2:18][CH2:19][NH:20][C:21]3[CH:31]=[CH:30][CH:29]=[CH:28][C:22]=3[C:23]([N:25]([CH3:27])[CH3:26])=[O:24])[CH2:12][CH2:13]2)[CH:7]=1 |f:2.3.4,5.6|. Yield: 40.6%. Procedure details: A mixture of 1-(5-chloro-2-methoxyphenyl)piperazine (365 mg, 1.6 mmol), prepared as in Example 2, 2-(3-chloropropyl)amino-N,N-dimethylbenzamide (385 mg of crude mixture), prepared as in Example 28, potassium carbonate (550 mg, 3.98 mmol) and sodium iodide (240 mg, 1.6 mmol) in 20 mL of acetonitrile was heated at reflux for 18 hours. The mixture was poured into water and extracted with ethyl acetate (2×50 mL). The combined extract was washed with brine, dried (MgSO4) and concentrated. The residue... The reactants are CC(=O)[O-], CC(=O)[O-], ClCc1cccc2c3c(sc12)C1(OCC3)OC(COCc2ccccc2)C(OCc2ccccc2)C(OCc2ccccc2)C1OCc1ccccc1, CCc1ccc(B(O)O)cc1, Cc1ccccc1, [K+], [K+], [K+], O=P([O-])([O-])[O-], [Pd+2], c1ccc(P(c2ccccc2)c2ccccc2)cc1. Yields the product CCc1ccc(Cc2cccc3c4c(sc23)C2(OCC4)OC(COCc3ccccc3)C(OCc3ccccc3)C(OCc3ccccc3)C2OCc2ccccc2)cc1. RXN SMILES: [C:104]([O-:105])(=[O:106])[CH3:107].[C:99]([O-:100])(=[O:101])[CH3:102].[CH2:1]([c:2]1[cH:3][cH:4][cH:5][cH:6][cH:7]1)[O:8][CH:9]1[CH:10]([O:46][CH2:47][c:48]2[cH:49][cH:50][cH:51][cH:52][cH:53]2)[CH:11]([O:38][CH2:39][c:40]2[cH:41][cH:42][cH:43][cH:44][cH:45]2)[CH:12]([CH2:29][O:30][CH2:31][c:32]2[cH:33][cH:34][cH:35][cH:36][cH:37]2)[O:13][C:14]12[O:15][CH2:16][CH2:17][c:18]1[c:19]3[cH:20][cH:21][cH:22][c:23]([CH2:27][Cl:28])[c:24]3[s:25][c:26]12.[CH2:54]([CH3:55])[c:56]1[cH:57][cH:58][c:59]([B:62]([OH:63])[OH:64])[cH:60][cH:61]1.[CH3:92][c:93]1[cH:94][cH:95][cH:96][cH:97][cH:98]1.[K+:70].[K+:71].[K+:72].[P:65]([O-:66])([O-:67])([O-:68])=[O:69].[Pd+2:103].[c:73]1([P:74]([c:75]2[cH:76][cH:77][cH:78][cH:79][cH:80]2)[c:81]2[cH:82][cH:83][cH:84][cH:85][cH:86]2)[cH:87][cH:88][cH:89][cH:90][cH:91]1>>[CH2:1]([c:2]1[cH:3][cH:4][cH:5][cH:6][cH:7]1)[O:8][CH:9]1[CH:10]([O:46][CH2:47][c:48]2[cH:49][cH:50][cH:51][cH:52][cH:53]2)[CH:11]([O:38][CH2:39][c:40]2[cH:41][cH:42][cH:43][cH:44][cH:45]2)[CH:12]([CH2:29][O:30][CH2:31][c:32]2[cH:33][cH:34][cH:35][cH:36][cH:37]2)[O:13][C:14]12[O:15][CH2:16][CH2:17][c:18]1[c:19]3[cH:20][cH:21][cH:22][c:23]([CH2:27][c:59]4[cH:58][cH:57][c:56]([CH2:54][CH3:55])[cH:61][cH:60]4)[c:24]3[s:25][c:26]12. The reactants are Cc1cc(NC(=O)OC(C)(C)C)c(NC(=O)CC(=O)c2cccc(-c3ccnnc3)c2)cc1C(F)(F)F, ClCCl, O=C(O)C(F)(F)F. The product is Cc1cc2c(cc1C(F)(F)F)NC(=O)CC(c1cccc(-c3ccnnc3)c1)=N2. Reaction SMILES: [C:1]([O:2][C:3](=[O:4])[NH:7][c:8]1[c:9]([NH:19][C:20]([CH2:21][C:22](=[O:5])[c:23]2[cH:24][c:25](-[c:29]3[cH:30][n:31][n:32][cH:33][cH:34]3)[cH:26][cH:27][cH:28]2)=[O:36])[cH:10][c:11]([C:15]([F:16])([F:17])[F:18])[c:12]([CH3:14])[cH:13]1)([CH3:6])([CH3:35])[CH3:37].[Cl:45][CH2:46][Cl:47].[F:38][C:39]([F:40])([F:41])[C:42]([OH:43])=[O:44]>>[N:7]1=[C:22]([c:23]2[cH:24][c:25](-[c:29]3[cH:30][n:31][n:32][cH:33][cH:34]3)[cH:26][cH:27][cH:28]2)[CH2:21][C:20](=[O:36])[NH:19][c:9]2[c:8]1[cH:13][c:12]([CH3:14])[c:11]([C:15]([F:16])([F:17])[F:18])[cH:10]2.